Dataset: the Open Reaction Database (ORD), a public repository of structured organic reaction records. Task: describe an organic reaction: reactants, conditions, products, and yield The reactants are Cc1ccccc1, CN(C)c1ccccc1, O=C(Cl)Cl, C1CCOC1, Oc1cccc(-c2cccnc2)c1. Yields the product O=C(Cl)Oc1cccc(-c2cccnc2)c1. As a reaction SMILES: [CH3:18][c:19]1[cH:20][cH:21][cH:22][cH:23][cH:24]1.[CH3:25][N:26]([c:27]1[cH:28][cH:29][cH:30][cH:31][cH:32]1)[CH3:33].[Cl:14][C:15]([Cl:16])=[O:17].[O:34]1[CH2:35][CH2:36][CH2:37][CH2:38]1.[n:1]1[cH:2][c:3](-[c:7]2[cH:8][c:9]([OH:13])[cH:10][cH:11][cH:12]2)[cH:4][cH:5][cH:6]1>>[n:1]1[cH:2][c:3](-[c:7]2[cH:8][c:9]([O:13][C:15]([Cl:14])=[O:17])[cH:10][cH:11][cH:12]2)[cH:4][cH:5][cH:6]1. Reactants: C[Si](C)(C)C#C (trimethylsilylacetylene), bis-dichlorotriphenylphosphine palladium, N[C@@](C(=O)N)(CC1=CC=CC=C1)C1=C(C=C(C=C1)I)Cl ((S)-2-amino-(2-chloro-4-iodo-phenyl)-3-phenyl-propionamide), bis-dichlorotriphenylphosphine palladium, ClCCl (dichloromethane). The reagents and catalysts are [Cu](I)I (copper iodide), [Cu](I)I (copper iodide). Yields the product N[C@H](C(=O)NC1=C(C=C(C=C1)C#C[Si](C)(C)C)Cl)CC1=CC=CC=C1 ((S)-2-amino-N-(2-chloro-4-trimethylsilanylethynyl-phenyl)-3-phenyl-propionamide). Reaction SMILES: [NH2:1][C@:2](C1C=CC(I)=CC=1Cl)([CH2:6][C:7]1[CH:12]=[CH:11][CH:10]=[CH:9][CH:8]=1)[C:3]([NH2:5])=[O:4].[CH3:21][Si:22]([C:25]#[CH:26])([CH3:24])[CH3:23].Cl[CH2:28][Cl:29]>C(N(CC)CC)C.C(OCC)C.ClCCl.[Cu](I)I>[NH2:1][C@@H:2]([CH2:6][C:7]1[CH:8]=[CH:9][CH:10]=[CH:11][CH:12]=1)[C:3]([NH:5][C:8]1[CH:7]=[CH:6][C:2]([C:26]#[C:25][Si:22]([CH3:24])([CH3:23])[CH3:21])=[CH:3][C:28]=1[Cl:29])=[O:4] |f:4.5|. Solvent: C(C)N(CC)CC (triethylamine), C(C)OCC.ClCCl (diethyl ether dichloromethane). Yield: 90.0%. Procedure: To a dry flask were added (S)-2-amino-(2-chloro-4-iodo-phenyl)-3-phenyl-propionamide (980 mg, 2.44 mmol), bis-dichlorotriphenylphosphine palladium (19.8 mg, 0.0489 mmol), and copper iodide (9.5 mg, 0.049 mmol). To this mixture was added trimethylsilylacetylene (269.7 mg, 2.69 mmol) in dry triethylamine (1.46 mL). Dry dichloromethane (1 mL) was added after 30 minutes. After 3 hours additional bis-dichlorotriphenylphosphine palladium (40 mg, 0.099 mmol) and copper iodide (20 mg, 0.099 mmol) were a... Reactants: BrC=1C=C(C(=NC1)OCC)[N+](=O)[O-] (5-bromo-2-(ethyloxy)-3-nitropyridine), [Sn](Cl)Cl (tin(II) chloride). Solvent: CCOC(=O)C (EtOAc). Yields the product BrC=1C=C(C(=NC1)OCC)N (5-Bromo-2-(ethyloxy)-3-pyridinamine). Reaction SMILES: [Br:1][C:2]1[CH:3]=[C:4]([N+:11]([O-])=O)[C:5]([O:8][CH2:9][CH3:10])=[N:6][CH:7]=1.[Sn](Cl)Cl>CCOC(C)=O>[Br:1][C:2]1[CH:3]=[C:4]([NH2:11])[C:5]([O:8][CH2:9][CH3:10])=[N:6][CH:7]=1. Procedure: A solution of 5-bromo-2-(ethyloxy)-3-nitropyridine (15.5 g) in EtOAc (300 ml) was treated with tin(II) chloride anhydrate (56.6 g) then heated at reflux for 2.5 hr. The reaction was cooled to RT then evaporated to dryness. The residue was treated with 2M NaOH (aq) (500 ml) that was treated with anhydrous magnesium sulfate (˜50 g) then slurried to give a filterable sludge. The filtrate was separated and the organic phase was washed with brine, dried over magnesium sulfate then evaporated to dryne... The reactants are C(C)(=O)NC[C@@H]1[C@@H]([C@H](C[C@H]1C(=O)OC)C(=O)O)CNC(=O)OC(C)(C)C ((±)-(1S,2S,3R,4R)-3-Acetamidomethyl-2-(N-t-butoxycarbonylamino)methyl-4-methoxycarbonylcyclopentane-1-carboxylic acid), FC(C(=O)O)(F)F (trifluoroacetic acid), ClCCl (dichloromethane). The product is Cl.NC[C@@H]1[C@H](C[C@H]([C@@H]1CNC(C)=O)C(=O)OC)C(=O)O ((±)-(1S,2S,3R,4R)-2-Aminomethyl-3-acetamidomethyl-4-methoxycarbonyl-cyclopentane-1-carboxylic Acid Hydrochloride). Isolated yield 75.0%. Reaction SMILES: [C:1]([NH:4][CH2:5][C@H:6]1[C@H:10]([C:11]([O:13][CH3:14])=[O:12])[CH2:9][C@H:8]([C:15]([OH:17])=[O:16])[C@H:7]1[CH2:18][NH:19]C(OC(C)(C)C)=O)(=[O:3])[CH3:2].FC(F)(F)C(O)=O.[Cl:34]CCl>>[ClH:34].[NH2:19][CH2:18][C@H:7]1[C@@H:6]([CH2:5][NH:4][C:1](=[O:3])[CH3:2])[C@H:10]([C:11]([O:13][CH3:14])=[O:12])[CH2:9][C@@H:8]1[C:15]([OH:17])=[O:16] |f:3.4|. Reported procedure: A solution of (±)-(1S,2S,3R,4R)-3-Acetamidomethyl-2-(N-t-butoxycarbonylamino)methyl-4-methoxycarbonylcyclopentane-1-carboxylic acid (62 mg, 0.16 mmol) in of dichloromethane (4 mL) was reacted with trifluoroacetic acid (1.0 mL) for 1 hour, at room temperature. The solution was concentrated in vacuo, at 25° C. The residue was treated with 1 N HCl and concentrated in vacuo to provide the title compound as a white solid (yield: 39 mg, 75%). The reactants are OCc1c(Cl)ccc(Br)c1F, ClCCl, O, BrP(Br)Br. Product: Fc1c(Br)ccc(Cl)c1CBr. As a reaction SMILES: [Br:5][c:6]1[c:7]([F:15])[c:8]([CH2:13][OH:14])[c:9]([Cl:12])[cH:10][cH:11]1.[Cl:17][CH2:18][Cl:19].[OH2:16].[P:1]([Br:2])([Br:3])[Br:4]>>[Br:2][CH2:13][c:8]1[c:7]([F:15])[c:6]([Br:5])[cH:11][cH:10][c:9]1[Cl:12]. Starting materials: CNc1ccc(C#N)cc1, CC(=O)[O-], C1CCOC1, Cc1nc(Cl)c2ccccc2n1, [Na+], O. The product is Cc1nc(N(C)c2ccc(C#N)cc2)c2ccccc2n1. Reaction SMILES: [C:1](#[N:2])[c:3]1[cH:4][cH:5][c:6]([NH:7][CH3:8])[cH:9][cH:10]1.[C:23]([O-:24])(=[O:25])[CH3:26].[CH2:28]1[O:29][CH2:30][CH2:31][CH2:32]1.[Cl:11][c:12]1[n:13][c:14]([CH3:22])[n:15][c:16]2[cH:17][cH:18][cH:19][cH:20][c:21]12.[Na+:27].[OH2:33]>>[C:1](#[N:2])[c:3]1[cH:4][cH:5][c:6]([N:7]([CH3:8])[c:12]2[n:13][c:14]([CH3:22])[n:15][c:16]3[cH:17][cH:18][cH:19][cH:20][c:21]23)[cH:9][cH:10]1.